Dataset: the Open Reaction Database (ORD), a public repository of structured organic reaction records. Task: describe an organic reaction: reactants, conditions, products, and yield Reactants: OCc1nc2cc(Br)cnc2[nH]1, CI, CN(C)C=O, [H-], [Na+]. The product is Cn1c(CO)nc2cc(Br)cnc21. As a reaction SMILES: [Br:1][c:2]1[cH:3][c:4]2[c:5]([n:6][cH:7]1)[nH:8][c:9]([CH2:11][OH:12])[n:10]2.[CH3:15][I:16].[CH3:17][N:18]([CH3:19])[CH:20]=[O:21].[H-:13].[Na+:14]>>[Br:1][c:2]1[cH:3][c:4]2[c:5]([n:6][cH:7]1)[n:8]([CH3:15])[c:9]([CH2:11][OH:12])[n:10]2. Reactants: CCOC(=O)N=NC(=O)OCC, C1CCOC1, OC1CCCCC1, c1ccc(P(c2ccccc2)c2ccccc2)cc1, Cc1ccccc1, COC(=O)c1n[nH]c2ccccc12. The product is COC(=O)c1nn(C2CCCCC2)c2ccccc12. As a reaction SMILES: [N:47]([C:48]([O:49][CH2:50][CH3:51])=[O:52])=[N:53][C:54]([O:55][CH2:56][CH3:57])=[O:58].[O:59]1[CH2:60][CH2:61][CH2:62][CH2:63]1.[OH:14][CH:15]1[CH2:16][CH2:17][CH2:18][CH2:19][CH2:20]1.[c:21]1([P:22]([c:23]2[cH:24][cH:25][cH:26][cH:27][cH:28]2)[c:29]2[cH:30][cH:31][cH:32][cH:33][cH:34]2)[cH:35][cH:36][cH:37][cH:38][cH:39]1.[c:40]1([CH3:41])[cH:42][cH:43][cH:44][cH:45][cH:46]1.[nH:1]1[n:2][c:3]([C:10](=[O:11])[O:12][CH3:13])[c:4]2[cH:5][cH:6][cH:7][cH:8][c:9]12>>[n:1]1([CH:15]2[CH2:16][CH2:17][CH2:18][CH2:19][CH2:20]2)[n:2][c:3]([C:10](=[O:11])[O:12][CH3:13])[c:4]2[cH:5][cH:6][cH:7][cH:8][c:9]12.